Dataset: the Open Reaction Database (ORD), a public repository of structured organic reaction records. Task: describe an organic reaction: reactants, conditions, products, and yield Starting materials: O[C@@H](CNC(=O)C=1SC(=CC1)Cl)CNC1=CC=C(C=C1)N1C(COCC1)=O (N-{(R)-2-hydroxy-3-[4-(3-oxomorpholin-4-yl)-phenylamino]propyl}-5-chlorothiophene-2-carboxamide), C(=O)(Cl)Cl (phosgene). The product is C(=O)(Cl)Cl (phosgene), ClC1=CC=C(S1)C(=O)NC[C@H]1CN(C(O1)=O)C1=CC=C(C=C1)N1C(COCC1)=O (5-chloro-N-({(5S)-2-oxo-3-[4-(3-oxo-4-morpholinyl)phenyl]-1,3-oxazolidin-5-yl}methyl)-2-thiophene-carboxamide). As a reaction SMILES: [OH:1][C@H:2]([CH2:13][NH:14][C:15]1[CH:20]=[CH:19][C:18]([N:21]2[CH2:26][CH2:25][O:24][CH2:23][C:22]2=[O:27])=[CH:17][CH:16]=1)[CH2:3][NH:4][C:5]([C:7]1[S:8][C:9]([Cl:12])=[CH:10][CH:11]=1)=[O:6].[C:28]([Cl:31])([Cl:30])=[O:29]>>[C:28]([Cl:31])([Cl:30])=[O:29].[Cl:12][C:9]1[S:8][C:7]([C:5]([NH:4][CH2:3][C@@H:2]2[O:1][C:28](=[O:29])[N:14]([C:15]3[CH:16]=[CH:17][C:18]([N:21]4[CH2:26][CH2:25][O:24][CH2:23][C:22]4=[O:27])=[CH:19][CH:20]=3)[CH2:13]2)=[O:6])=[CH:11][CH:10]=1. Procedure: In the fifth step of the process according to the invention, N-{(R)-2-hydroxy-3-[4-(3-oxomorpholin-4-yl)phenylamino}propyl]-5-chlorothiophene-2-carboxamide (X) is reacted with phosgene or a phosgene equivalent to give 5-chloro-N-({(5S)-2-oxo-3-[4-(3-oxo-4-morpholinyl)phenyl]-1,3-oxazolidin-5-yl}methyl)-2-thiophene-carboxamide (I).